Dataset: the Open Reaction Database (ORD), a public repository of structured organic reaction records. Task: describe an organic reaction: reactants, conditions, products, and yield Starting materials: Cl (hydrochloric acid), C(C)OC(CCC=1C=NC(=CC1)OCC1CC2(CCCC2)CCC1)=O (3-[6-(spiro[4.5]dec-7-ylmethoxy)-pyridin-3-yl]-propionic acid ethyl ester), O1CCCC1 (tetrahydrofuran), [OH-].[Na+] (sodium hydroxide). The solvent is C(C)O (ethanol). Run at time 1.5 hour. Product: Cl.C1CCCC12CC(CCC2)COC2=CC=C(C=N2)CCC(=O)O (3-[6-(spiro[4.5]dec-7-ylmethoxy)-pyridin-3-yl]-propionic acid hydrochloride). RXN SMILES: C([O:3][C:4](=[O:25])[CH2:5][CH2:6][C:7]1[CH:8]=[N:9][C:10]([O:13][CH2:14][CH:15]2[CH2:24][CH2:23][CH2:22][C:17]3([CH2:21][CH2:20][CH2:19][CH2:18]3)[CH2:16]2)=[CH:11][CH:12]=1)C.O1CCCC1.[OH-].[Na+].[ClH:33]>C(O)C>[ClH:33].[CH2:18]1[C:17]2([CH2:22][CH2:23][CH2:24][CH:15]([CH2:14][O:13][C:10]3[N:9]=[CH:8][C:7]([CH2:6][CH2:5][C:4]([OH:25])=[O:3])=[CH:12][CH:11]=3)[CH2:16]2)[CH2:21][CH2:20][CH2:19]1 |f:2.3,6.7|. Procedure details: To a solution of 3-[6-(spiro[4.5]dec-7-ylmethoxy)-pyridin-3-yl]-propionic acid ethyl ester (36 mg) obtained in Step 3 in a mixed solvent of tetrahydrofuran (0.36 mL)-ethanol (0.36 mL) was added 1N aqueous sodium hydroxide solution (0.21 mL), followed by stirring the reaction mixture at room temperature for 1.5 hours. Then, to the reaction mixture was added 1N aqueous hydrochloric acid solution, followed by extraction with ethyl acetate. The organic layer was washed with saturated brine, dried an... Starting materials: NC1CCC(CC1)C=1C=C2C(=CNC2=CC1)CCN(C)C (5-(1-Aza-1-methylcyclohex-4-yl)-3-[2-(N,N-dimethylamino)ethyl]-1H-indole), NC1(CC=CCC1)C=1C=C2C(=CNC2=CC1)CCN(C)C (5-(1-aza-1-methylcyclohex-3-en-yl)-3-[2-(N,N-dimethylamino)ethyl]-1H-indole). The product is C1(CCCCC1)C=1C=C2C(=CNC2=CC1)CCN(C)C (5-Cyclohexyl-3-[2-(N,N-dimethylamino)ethyl]-1H-indole). RXN SMILES: N[CH:2]1[CH2:7][CH2:6][CH:5]([C:8]2[CH:9]=[C:10]3[C:14](=[CH:15][CH:16]=2)[NH:13][CH:12]=[C:11]3[CH2:17][CH2:18][N:19]([CH3:21])[CH3:20])[CH2:4][CH2:3]1.NC1(C2C=C3C(=CC=2)NC=C3CCN(C)C)CCC=CC1>>[CH:5]1([C:8]2[CH:9]=[C:10]3[C:14](=[CH:15][CH:16]=2)[NH:13][CH:12]=[C:11]3[CH2:17][CH2:18][N:19]([CH3:20])[CH3:21])[CH2:4][CH2:3][CH2:2][CH2:7][CH2:6]1. Procedure details: 5-(1-Aza-1-methylcyclohex-4-yl)-3-[2-(N,N-dimethylamino)ethyl]-1H-indole: (74%) from 5-(1-aza-1-methylcyclohex-3-en-yl)-3-[2-(N,N-dimethylamino)ethyl]-1H-indole (Example 16); HRMS-FAB+ for C18H28N3 : calculated MH+ :286.22833; found MH+ :286.22703. Starting materials: ClC1=CC=C(C=C1)NC(=O)NNC(=O)NCCCOC1=CC(=CC=C1)CN1CCCCC1 (N-4-chlorophenyl-N'-[3-[3-(1piperidinylmethyl)phenoxy]propyl]-1,2-hydrazine dicarboxamide), P(=O)(Cl)(Cl)Cl (phosphorus oxychloride). Product: ClC1=CC=C(C=C1)NC=1OC(=NN1)NCCCOC1=CC(=CC=C1)CN1CCCCC1 (N-4-Chlorophenyl-N'-[3-[3-(1-piperidinylmethyl)phenoxy]propyl]-1,3,4-oxadiazole-2,5-diamine). As a reaction SMILES: [Cl:1][C:2]1[CH:7]=[CH:6][C:5]([NH:8][C:9]([NH:11][NH:12][C:13]([NH:15][CH2:16][CH2:17][CH2:18][O:19][C:20]2[CH:25]=[CH:24][CH:23]=[C:22]([CH2:26][N:27]3[CH2:32][CH2:31][CH2:30][CH2:29][CH2:28]3)[CH:21]=2)=[O:14])=O)=[CH:4][CH:3]=1.P(Cl)(Cl)(Cl)=O>>[Cl:1][C:2]1[CH:7]=[CH:6][C:5]([NH:8][C:9]2[O:14][C:13]([NH:15][CH2:16][CH2:17][CH2:18][O:19][C:20]3[CH:25]=[CH:24][CH:23]=[C:22]([CH2:26][N:27]4[CH2:32][CH2:31][CH2:30][CH2:29][CH2:28]4)[CH:21]=3)=[N:12][N:11]=2)=[CH:4][CH:3]=1. Procedure details: The compound is prepared by a method analogous to that of Example 40 from N-4-chlorophenyl-N'-[3-[3-(1piperidinylmethyl)phenoxy]propyl]-1,2-hydrazine dicarboxamide and phosphorus oxychloride. The analytical values are summarized in Table III.